The task is: describe an organic reaction: reactants, conditions, products, and yield. This data is from the Open Reaction Database (ORD), a public repository of structured organic reaction records. The reactants are CCOC(=O)c1cc2c(s1)CCN(S(=O)(=O)c1ccc(C)cc1)C2, CCO, [Na+], [OH-]. The product is Cc1ccc(S(=O)(=O)N2CCc3sc(C(=O)O)cc3C2)cc1. RXN SMILES: [CH3:1][c:2]1[cH:3][cH:4][c:5]([S:8](=[O:9])(=[O:10])[N:11]2[CH2:12][c:13]3[c:14]([s:17][c:18]([C:20](=[O:21])[O:22][CH2:23][CH3:24])[cH:19]3)[CH2:15][CH2:16]2)[cH:6][cH:7]1.[CH3:27][CH2:28][OH:29].[Na+:26].[OH-:25]>>[CH3:1][c:2]1[cH:3][cH:4][c:5]([S:8](=[O:9])(=[O:10])[N:11]2[CH2:12][c:13]3[c:14]([s:17][c:18]([C:20](=[O:21])[OH:22])[cH:19]3)[CH2:15][CH2:16]2)[cH:6][cH:7]1. Starting materials: C=CC1=CC=CC=C1 (styrene). The reagents and catalysts are Cl[Ru]([P](C1CCCCC1)(C2CCCCC2)C3CCCCC3)(=CC4=CC=CC=C4)(Cl)=C5N(C6=C(C)C=C(C)C=C6C)CCN5C7=C(C)C=C(C)C=C7C (Grubbs' second generation). Yields the product C1(=CC=CC=C1)\C=C\C1=CC=CC=C1 ((E)-Stilbene). Yield: 94.0%. Reaction SMILES: [CH2:1]=[CH:2][C:3]1[CH:8]=[CH:7][CH:6]=[CH:5][CH:4]=1>Cl[Ru](=C1N(C2C(C)=CC(C)=CC=2C)CCN1C1C(C)=CC(C)=CC=1C)(Cl)(=CC1C=CC=CC=1)[P](C1CCCCC1)(C1CCCCC1)C1CCCCC1>[C:3]1(/[CH:2]=[CH:1]/[C:3]2[CH:8]=[CH:7][CH:6]=[CH:5][CH:4]=2)[CH:8]=[CH:7][CH:6]=[CH:5][CH:4]=1 |^1:41|. Reported procedure: Reaction of styrene with Grubbs' second generation catalyst for 19 hours gave the title compound in 94% yield. The 1H and 13C NMR spectra agreed with those reported in the literature. 1H NMR (CDCl3): 7.11 (s, 2H), 7.25 (tt, 2H, J=7.2, 1.2 Hz), 7.34 (m, 4H), 7.50 (m, 413C NMR (CDCl3): 126.51, 127.62, 128.65, 128.68, 137.28. The reactants are C(=O)([O-])[O-].[K+].[K+] (K2CO3), [N+](=O)([O-])C=1C=C(C=CC(=O)O)C=CC1 (3-Nitrocinnamic acid), C(C=C)Br (Allyl bromide). Run in CN(C)C=O (DMF). Product: [N+](=O)([O-])C=1C=C(C=CC(=O)OCC=C)C=CC1 (Allyl 3-nitrocinnamate). As a reaction SMILES: [N+:1]([C:4]1[CH:5]=[C:6]([CH:12]=[CH:13][CH:14]=1)[CH:7]=[CH:8][C:9]([OH:11])=[O:10])([O-:3])=[O:2].C([O-])([O-])=O.[K+].[K+].[CH2:21](Br)[CH:22]=[CH2:23]>CN(C=O)C>[N+:1]([C:4]1[CH:5]=[C:6]([CH:12]=[CH:13][CH:14]=1)[CH:7]=[CH:8][C:9]([O:11][CH2:23][CH:22]=[CH2:21])=[O:10])([O-:3])=[O:2] |f:1.2.3|. Procedure: 3-Nitrocinnamic acid (5.0, 25.9 mM) was dissolved in DMF (50 ml), and anhydrous K2CO3 (7.15 g, 51.8 mM) added with stirring. Allyl bromide (3.36 ml, 38.8 mM) was run in, and the mixture stirred for 18 hours at ambient temperature. After filtration, the solvent was evaporated, the residue treated with water, and product extracted into diethyl ether (2 ×100 ml). The organic solution was washed with an aqueous solution of NaHCO3, water, and brine, and dried (MgSO4). Evaporation of the solvent gave ... Reactants: 1a, CN(CCCNC(C1=CC=CC=C1)=O)C (N-(3-dimethylaminopropyl)benzamide), [N+](=O)([O-])C=1C=C(CCl)C=CC1OC (3-nitro-4-methoxybenzyl chloride). Yields the product [Cl-].C[N+](CCCNC(C1=CC=CC=C1)=O)(CC1=CC(=C(C=C1)OC)[N+](=O)[O-])C (N,N-dimethyl-N-(3-nitro-4-methoxybenzyl)-N-3-benzamidopropylammonium chloride). As a reaction SMILES: [CH3:1][N:2]([CH3:15])[CH2:3][CH2:4][CH2:5][NH:6][C:7](=[O:14])[C:8]1[CH:13]=[CH:12][CH:11]=[CH:10][CH:9]=1.[N+:16]([C:19]1[CH:20]=[C:21]([CH:24]=[CH:25][C:26]=1[O:27][CH3:28])[CH2:22][Cl:23])([O-:18])=[O:17]>>[Cl-:23].[CH3:15][N+:2]([CH3:1])([CH2:22][C:21]1[CH:24]=[CH:25][C:26]([O:27][CH3:28])=[C:19]([N+:16]([O-:18])=[O:17])[CH:20]=1)[CH2:3][CH2:4][CH2:5][NH:6][C:7](=[O:14])[C:8]1[CH:9]=[CH:10][CH:11]=[CH:12][CH:13]=1 |f:2.3|. Reported procedure: Proceeding in a manner similar to that described above in 1a, and using N-(3-dimethylaminopropyl)benzamide,, and 3-nitro-4-methoxybenzyl chloride, there was obtained N,N-dimethyl-N-(3-nitro-4-methoxybenzyl)-N-3-benzamidopropylammonium chloride, as an off white solid which melted at 133°-136° C.